From a dataset of the Open Reaction Database (ORD), a public repository of structured organic reaction records. describe an organic reaction: reactants, conditions, products, and yield Reaction SMILES: [Cl:1][C:2]1[CH:7]=CC=[CH:4][C:3]=1NN.[CH3:10][O:11][C:12]1[CH:13]=[C:14]([C:20]2[C@H:29]3[C@H:24]([CH2:25][CH2:26][CH2:27][CH2:28]3)[C:23](=[O:30])[N:22]([CH2:31][CH2:32]O)[N:21]=2)[CH:15]=[CH:16][C:17]=1[O:18][CH3:19]>>[CH3:10][O:11][C:12]1[CH:13]=[C:14]([C:20]2[C@H:29]3[C@H:24]([CH2:25][CH:26]=[CH:27][CH2:28]3)[C:23](=[O:30])[N:22]([C:31]3[CH:32]=[CH:7][C:2]([Cl:1])=[CH:3][CH:4]=3)[N:21]=2)[CH:15]=[CH:16][C:17]=1[O:18][CH3:19]. The reactants are ClC1=C(C=CC=C1)NN (2-chlorophenylhydrazine), compound C, COC=1C=C(C=CC1OC)C1=NN(C([C@H]2CCCC[C@@H]12)=O)CCO ((cis)-4-(3,4-Dimethoxyphenyl)-2-(2-hydroxy-1-ethyl)-4a,5,6,7,8,8a-hexahydro-2H-phthalazin-1-one). Procedure details: Prepared from 2-chlorophenylhydrazine and compound C as described for compound 35. M.p. 140°-141° C. Product: COC=1C=C(C=CC1OC)C1=NN(C([C@H]2CC=CC[C@@H]12)=O)C1=CC=C(C=C1)Cl ((cis)-4-(3,4-Dimethoxyphenyl)-2-(4-Chlorophenyl)-4a,5,8,8a-tetrahydro-2H-phthalazin-1-one). The reactants are BrC1=CC=C(CCC2=C(CBr)C=CC=C2)C=C1 (2-(4-Bromophenethyl)-benzyl bromide), [C-]#N.[K+] (potassium cyanide). Run in C(C)O (ethanol), C(C)O (Ethanol). Conditions: time 2 hour. Yields the product BrC1=CC=C(CCC2=C(C=CC=C2)CC#N)C=C1 (2-(4-Bromophenethyl)-phenylacetonitrile). RXN SMILES: [Br:1][C:2]1[CH:17]=[CH:16][C:5]([CH2:6][CH2:7][C:8]2[CH:15]=[CH:14][CH:13]=[CH:12][C:9]=2[CH2:10]Br)=[CH:4][CH:3]=1.[C-:18]#[N:19].[K+]>C(O)C>[Br:1][C:2]1[CH:17]=[CH:16][C:5]([CH2:6][CH2:7][C:8]2[CH:15]=[CH:14][CH:13]=[CH:12][C:9]=2[CH2:10][C:18]#[N:19])=[CH:4][CH:3]=1 |f:1.2|. Reported procedure: 2-(4-Bromophenethyl)-benzyl bromide, 27.0 g. (0.0764 mole) and 6.2 g. (0.0954 mole) of potassium cyanide are suspended in 180 ml. of 95% ethanol and the mixture is stirred at reflux for 2 hours. Ethanol, 70 ml. of 95%, is added and stirring at reflux is continued for 2 hours. The precipitate is removed by filtration and the ethanolic filtrate evaporated under reduced pressure. The residual brown oil is dissolved in benzene and the solution is washed thoroughly with water and dried over anhydrous... The reactants are COc1ccc(NS(=O)(=O)C(F)(F)F)cc1CC1C(=O)c2cc(OCc3nc4cc(F)c(F)cc4s3)ccc2OC1(C)C, C1CCOC1. Yields the product COc1ccc(NS(=O)(=O)C(F)(F)F)cc1CC1C(O)c2cc(OCc3nc4cc(F)c(F)cc4s3)ccc2OC1(C)C. RXN SMILES: [F:1][c:2]1[c:3]([F:43])[cH:4][c:5]2[c:6]([n:7][c:8]([CH2:10][O:11][c:12]3[cH:13][c:14]4[c:19]([cH:20][cH:21]3)[O:18][C:17]([CH3:22])([CH3:23])[CH:16]([CH2:24][c:25]3[cH:26][c:27]([NH:33][S:34](=[O:35])(=[O:36])[C:37]([F:38])([F:39])[F:40])[cH:28][cH:29][c:30]3[O:31][CH3:32])[C:15]4=[O:41])[s:9]2)[cH:42]1.[O:44]1[CH2:45][CH2:46][CH2:47][CH2:48]1>>[F:1][c:2]1[c:3]([F:43])[cH:4][c:5]2[c:6]([n:7][c:8]([CH2:10][O:11][c:12]3[cH:13][c:14]4[c:19]([cH:20][cH:21]3)[O:18][C:17]([CH3:22])([CH3:23])[CH:16]([CH2:24][c:25]3[cH:26][c:27]([NH:33][S:34](=[O:35])(=[O:36])[C:37]([F:38])([F:39])[F:40])[cH:28][cH:29][c:30]3[O:31][CH3:32])[CH:15]4[OH:41])[s:9]2)[cH:42]1.